Dataset: the Open Reaction Database (ORD), a public repository of structured organic reaction records. Task: describe an organic reaction: reactants, conditions, products, and yield Reactants: resultant mixture, ClC1=CC=C(C(=O)C=2C=C3C(C(=O)OC3=O)=CC2)C=C1 (4-(4-chlorobenzoyl) phthalic acid anhydride), C(C)(=O)O (acetic acid), NCC=1C=NC=CC1 (3-aminomethylpyridine). The solvent is C1(=CC=CC=C1)C (toluene). The product is ClC1=CC=C(C(=O)C=2C=C3C(N(C(C3=CC2)=O)CC=2C=NC=CC2)=O)C=C1 (5-(4-chlorobenzoyl)-2-(3-pyridylmethyl)-1H-isoindole-1,3 (2H)-dione). Isolated yield 97.1%. Reaction SMILES: [Cl:1][C:2]1[CH:20]=[CH:19][C:5]([C:6]([C:8]2[CH:9]=[C:10]3[C:15](=[O:16])[O:14][C:12](=O)[C:11]3=[CH:17][CH:18]=2)=[O:7])=[CH:4][CH:3]=1.C(O)(=O)C.[NH2:25][CH2:26][C:27]1[CH:28]=[N:29][CH:30]=[CH:31][CH:32]=1>C1(C)C=CC=CC=1>[Cl:1][C:2]1[CH:3]=[CH:4][C:5]([C:6]([C:8]2[CH:9]=[C:10]3[C:11](=[CH:17][CH:18]=2)[C:12](=[O:14])[N:25]([CH2:26][C:27]2[CH:28]=[N:29][CH:30]=[CH:31][CH:32]=2)[C:15]3=[O:16])=[O:7])=[CH:19][CH:20]=1. Procedure: To a mixture of 870 mg of 4-(4-chlorobenzoyl) phthalic acid anhydride, 10 ml of acetic acid and 10 ml of toluene was added 394 mg of 3-aminomethylpyridine, and the resultant mixture was refluxed under heating for 2 hours. The reaction mixture was concentrated in vacuo, and the resultant residue was chromatographed on a column of silica gel, eluting with ethyl acetate to give 1.11 g of the titled compound. Starting materials: F[B-](F)(F)F, CN(C)C=O, CCN(C(C)C)C(C)C, O=C(O)CC1Cc2cc(Cl)c3[nH]nc(Cl)c3c2CN(CCN2CCCCC2)C1=O, Cl, Cl, O=c1[nH]c2ncccc2n1C1CCNCC1, CN(C)C(On1nnc2ccccc21)=[N+](C)C. Yields the product O=C(CC1Cc2cc(Cl)c3[nH]nc(Cl)c3c2CN(CCN2CCCCC2)C1=O)N1CCC(n2c(=O)[nH]c3ncccc32)CC1. As a reaction SMILES: [B-:39]([F:40])([F:41])([F:42])[F:43].[CH3:79][N:80]([CH3:81])[CH:82]=[O:83].[CH:30]([N:31]([CH2:32][CH3:33])[CH:34]([CH3:35])[CH3:36])([CH3:37])[CH3:38].[Cl:1][c:2]1[n:3][nH:4][c:5]2[c:6]([Cl:29])[cH:7][c:8]3[c:9]([c:10]12)[CH2:11][N:12]([CH2:21][CH2:22][N:23]1[CH2:24][CH2:25][CH2:26][CH2:27][CH2:28]1)[C:13](=[O:20])[CH:14]([CH2:16][C:17](=[O:18])[OH:19])[CH2:15]3.[ClH:61].[ClH:62].[NH:63]1[CH2:64][CH2:65][CH:66]([n:69]2[c:70](=[O:78])[nH:71][c:72]3[n:73][cH:74][cH:75][cH:76][c:77]23)[CH2:67][CH2:68]1.[n:44]1([O:45][C:46]([N:47]([CH3:48])[CH3:49])=[N+:50]([CH3:51])[CH3:52])[c:53]2[cH:54][cH:55][cH:56][cH:57][c:58]2[n:59][n:60]1>>[Cl:1][c:2]1[n:3][nH:4][c:5]2[c:6]([Cl:29])[cH:7][c:8]3[c:9]([c:10]12)[CH2:11][N:12]([CH2:21][CH2:22][N:23]1[CH2:24][CH2:25][CH2:26][CH2:27][CH2:28]1)[C:13](=[O:20])[CH:14]([CH2:16][C:17](=[O:19])[N:63]1[CH2:64][CH2:65][CH:66]([n:69]2[c:70](=[O:78])[nH:71][c:72]4[n:73][cH:74][cH:75][cH:76][c:77]24)[CH2:67][CH2:68]1)[CH2:15]3. Reactants: O=C([O-])[O-], Cc1cc(CBr)cc(OCc2ccccc2)c1, CNCC=CC#CC(C)(C)C, CN(C)C=O, Cl, [K+], [K+]. Yields the product Cc1cc(CN(C)CC=CC#CC(C)(C)C)cc(OCc2ccccc2)c1, Cl. RXN SMILES: [C:30](=[O:31])([O-:32])[O-:33].[CH2:1]([c:2]1[cH:3][cH:4][cH:5][cH:6][cH:7]1)[O:8][c:9]1[cH:10][c:11]([CH2:12][Br:13])[cH:14][c:15]([CH3:17])[cH:16]1.[CH3:19][NH:20][CH2:21][CH:22]=[CH:23][C:24]#[C:25][C:26]([CH3:27])([CH3:28])[CH3:29].[CH3:36][N:37]([CH3:38])[CH:39]=[O:40].[ClH:18].[K+:34].[K+:35]>>[CH2:1]([c:2]1[cH:3][cH:4][cH:5][cH:6][cH:7]1)[O:8][c:9]1[cH:10][c:11]([CH2:12][N:20]([CH3:19])[CH2:21][CH:22]=[CH:23][C:24]#[C:25][C:26]([CH3:27])([CH3:28])[CH3:29])[cH:14][c:15]([CH3:17])[cH:16]1.[ClH:18]. Starting materials: CC(=O)Cl, CCN(C(C)C)C(C)C, CC(=O)N(c1ccc(Cl)cc1)C1CC(C)N(C(=O)c2ccc(OCC3CCNCC3)cc2)c2ccccc21, ClCCl. Yields the product CC(=O)N1CCC(COc2ccc(C(=O)N3c4ccccc4C(N(C(C)=O)c4ccc(Cl)cc4)CC3C)cc2)CC1. Reaction SMILES: [CH3:48][C:49]([Cl:50])=[O:51].[CH:39]([N:40]([CH2:41][CH3:42])[CH:43]([CH3:44])[CH3:45])([CH3:46])[CH3:47].[Cl:1][c:2]1[cH:3][cH:4][c:5]([N:8]([C:9]([CH3:10])=[O:11])[CH:12]2[CH2:13][CH:14]([CH3:38])[N:15]([C:22]([c:23]3[cH:24][cH:25][c:26]([O:29][CH2:30][CH:31]4[CH2:32][CH2:33][NH:34][CH2:35][CH2:36]4)[cH:27][cH:28]3)=[O:37])[c:16]3[cH:17][cH:18][cH:19][cH:20][c:21]32)[cH:6][cH:7]1.[Cl:52][CH2:53][Cl:54]>>[Cl:1][c:2]1[cH:3][cH:4][c:5]([N:8]([C:9]([CH3:10])=[O:11])[CH:12]2[CH2:13][CH:14]([CH3:38])[N:15]([C:22]([c:23]3[cH:24][cH:25][c:26]([O:29][CH2:30][CH:31]4[CH2:32][CH2:33][N:34]([C:49]([CH3:48])=[O:51])[CH2:35][CH2:36]4)[cH:27][cH:28]3)=[O:37])[c:16]3[cH:17][cH:18][cH:19][cH:20][c:21]32)[cH:6][cH:7]1. The reactants are C(#N)CC(=O)N(C)C1CCCCC1 (2-cyano-N-cyclohexyl-N-methyl-acetamide), [H][H] (hydrogen). Reagents/catalysts: [Ni] (Raney nickel). The solvent is N.CO (NH3 MeOH). Product: NCCC(=O)N(C)C1CCCCC1 (3-Amino-N-cyclohexyl-N-methyl-propionamide). Reaction SMILES: [C:1]([CH2:3][C:4]([N:6]([CH:8]1[CH2:13][CH2:12][CH2:11][CH2:10][CH2:9]1)[CH3:7])=[O:5])#[N:2].[H][H]>[Ni].N.CO>[NH2:2][CH2:1][CH2:3][C:4]([N:6]([CH:8]1[CH2:13][CH2:12][CH2:11][CH2:10][CH2:9]1)[CH3:7])=[O:5] |f:3.4|. Reported procedure: A mixture of 2-cyano-N-cyclohexyl-N-methyl-acetamide (3.96 g, 0.022 mol), a known compound, (which may be prepared as disclosed in Osdene, Thomas S. et al. Journal of Medicinal Chemistry (1967), 10(2), 165-7; Osdene, Thomas S.; Santilli, Arthur A. U.S. Pat. No. 3,138,595) and Raney nickel (3 g) in NH3/MeOH (300 mL) was hydrogenated at normal pressure. After 2 equivalents of hydrogen were consumed, the catalyst was removed by filtration. The filtrate was evaporated, and toluene was added to the r...